This data is from the Open Reaction Database (ORD), a public repository of structured organic reaction records. The task is: describe an organic reaction: reactants, conditions, products, and yield Starting materials: CCC1CN(Cc2ccccc2)CCC1(O)c1c(F)ccc2ccoc12, CCC1CN(Cc2ccccc2)CCC1(OC(=O)C(C)=O)c1c(F)ccc2ccoc12. The product is CCC1CN(Cc2ccccc2)CCC1c1c(F)ccc2ccoc12. RXN SMILES: [CH2:1]([c:2]1[cH:3][cH:4][cH:5][cH:6][cH:7]1)[N:8]1[CH2:9][CH:10]([CH2:25][CH3:26])[C:11]([c:14]2[c:15]([F:23])[cH:16][cH:17][c:18]3[cH:19][cH:20][o:21][c:22]23)([OH:24])[CH2:12][CH2:13]1.[CH2:27]([N:28]1[CH2:29][CH2:30][C:31]([O:32][C:33](=[O:34])[C:35]([CH3:36])=[O:37])([c:38]2[c:39]3[o:40][cH:41][cH:42][c:43]3[cH:44][cH:45][c:46]2[F:47])[CH:48]([CH2:49][CH3:50])[CH2:51]1)[c:52]1[cH:53][cH:54][cH:55][cH:56][cH:57]1>>[CH2:1]([c:2]1[cH:3][cH:4][cH:5][cH:6][cH:7]1)[N:8]1[CH2:9][CH:10]([CH2:25][CH3:26])[CH:11]([c:14]2[c:15]([F:23])[cH:16][cH:17][c:18]3[cH:19][cH:20][o:21][c:22]23)[CH2:12][CH2:13]1.